Dataset: the Open Reaction Database (ORD), a public repository of structured organic reaction records. Task: describe an organic reaction: reactants, conditions, products, and yield Reactants: C1CCOC1, C[Si](C)(C)C=[N+]=[N-], CO, O=C(O)c1c(F)cccc1[N+](=O)[O-]. Product: COC(=O)c1c(F)cccc1[N+](=O)[O-]. RXN SMILES: [CH2:21]1[O:22][CH2:23][CH2:24][CH2:25]1.[CH3:14][Si:15]([CH:16]=[N+:17]=[N-:18])([CH3:19])[CH3:20].[CH3:26][OH:27].[F:1][c:2]1[c:3]([C:4](=[O:5])[OH:6])[c:7]([N+:11](=[O:12])[O-:13])[cH:8][cH:9][cH:10]1>>[F:1][c:2]1[c:3]([C:4]([O:5][CH3:14])=[O:6])[c:7]([N+:11](=[O:12])[O-:13])[cH:8][cH:9][cH:10]1. Reactants: Cl (hydrochloric acid), C(C)(C)(C)OC(=O)N1CC(N(CC1)CCCNC(=O)C1=CC2=CN=C3C=CC=C(S1)N32)=O (N-[3-(4-tert-butoxycarbonyl-2-oxopiperazin-1-yl)propan-1-yl]-5-thia-1,8b-diazaacenaphthylene-4-carboxamide). Reaction conditions: time 30 minute. Yields the product Cl.Cl.O=C1N(CCNC1)CCCNC(=O)C1=CC2=CN=C3C=CC=C(S1)N32 (N-[3-(2-oxopiperazin-1-yl)propan-1-yl]-5-thia-1,8b-diazaacenaphthylene-4-carboxamide dihydrochloride). Reaction SMILES: [ClH:1].C(OC([N:9]1[CH2:14][CH2:13][N:12]([CH2:15][CH2:16][CH2:17][NH:18][C:19]([C:21]2[S:31][C:30]3[N:32]4[C:23](=[CH:24][N:25]=[C:26]4[CH:27]=[CH:28][CH:29]=3)[CH:22]=2)=[O:20])[C:11](=[O:33])[CH2:10]1)=O)(C)(C)C>>[ClH:1].[ClH:1].[O:33]=[C:11]1[CH2:10][NH:9][CH2:14][CH2:13][N:12]1[CH2:15][CH2:16][CH2:17][NH:18][C:19]([C:21]1[S:31][C:30]2[N:32]3[C:23](=[CH:24][N:25]=[C:26]3[CH:27]=[CH:28][CH:29]=2)[CH:22]=1)=[O:20] |f:2.3.4|. Procedure details: Concentrated hydrochloric acid (4.0 ml) was added to N-[3-(4-tert-butoxycarbonyl-2-oxopiperazin-1-yl)propan-1-yl]-5-thia-1,8b-diazaacenaphthylene-4-carboxamide (1.53 g, 3.34 mmol) and the mixture was stirred at room temperature for 30 minutes. The reaction mixture was concentrated in vacuo to give N-[3-(2-oxopiperazin-1-yl)propan-1-yl]-5-thia-1,8b-diazaacenaphthylene-4-carboxamide dihydrochloride as an orange amorphous powder(1.53 g, quant.). The reactants are [OH-].[Na+] (sodium hydroxide), S1(NC(C=2C1=CSC2)=S)(=O)=O (thieno[3,4-d]isothiazol-3(2H)-thione 1,1-dioxide), IC (iodomethane). The solvent is O (water), C(C)O (ethanol). The product is CSC1=NS(C=2C1=CSC2)(=O)=O (3-(Methylthio)Thieno[3,4-d]Isothiazole 1,1-Dioxide). Isolated yield 36.3%. RXN SMILES: [S:1]1(=[O:11])(=[O:10])[C:5]2=[CH:6][S:7][CH:8]=[C:4]2[C:3](=[S:9])[NH:2]1.[OH-].[Na+].I[CH3:15]>C(O)C.O>[CH3:15][S:9][C:3]1[C:4]2=[CH:8][S:7][CH:6]=[C:5]2[S:1](=[O:10])(=[O:11])[N:2]=1 |f:1.2|. Procedure details: To a mixture of 0.9 g (0.0044 mole) of thieno[3,4-d]isothiazol-3(2H)-thione 1,1-dioxide in 4 ml of ethanol is added a solution of 0.35 g (0.0044 mole) of 50% sodium hydroxide in 3 ml of water. To this thick mixture is added 0.62 g (0.0044 mole) of iodomethane. The mixture is heated under reflux for 5 minutes, and then filtered to give 0.35 g of product. On cooling, a second crop of 0.1 g of material is obtained. A small amount of the first crop is recrystallized from ethanol to afford an analyti... Starting materials: mixture, O1CCCC1.C(C)(C)[N-]C(C)C.[Li+] (lithium diisopropylamide mono(tetrahydrofuran)), ClN1C(CCC1=O)=O (N-chlorosuccinimide), BrC1=CC=CC=2OC(=CC21)S(=O)[O-].[Li+] (lithium 4-bromobenzo[b]furan-2-sulfinate), BrC=1C=CC2=C(OC(=C2)S(=O)[O-])C1.[Li+] (lithium 6-bromobenzo[b]furan-2-sulfinate). Run in ClCCl (dichloromethane), CCOCC (ether), C1CCCCC1 (cyclohexane). Run at time 30 minute. Yields the product BrC1=CC=CC=2OC(=CC21)S(=O)(=O)Cl (4-bromobenzo[b]furan-2-ylsulfonyl chloride). Reaction SMILES: O1CCCC1.C([N-]C(C)C)(C)C.[Li+].[Br:14][C:15]1[C:23]2[CH:22]=[C:21]([S:24]([O-:26])=[O:25])[O:20][C:19]=2[CH:18]=[CH:17][CH:16]=1.[Li+].BrC1C=CC2C=C(S([O-])=O)OC=2C=1.[Li+].[Cl:42]N1C(=O)CCC1=O>CCOCC.C1CCCCC1.ClCCl>[Br:14][C:15]1[C:23]2[CH:22]=[C:21]([S:24]([Cl:42])(=[O:26])=[O:25])[O:20][C:19]=2[CH:18]=[CH:17][CH:16]=1 |f:0.1.2,3.4,5.6|. Reported procedure: To a solution of the mixture obtained in Step 2 (100 g) in anhydrous ether (430 ml) was added dropwise 1.5 M lithium diisopropylamide mono(tetrahydrofuran) in cyclohexane (430 ml) under nitrogen atmosphere at -70° C. After stirring for 30 minutes, into the solution was bubbled sulfur dioxide for 1 hour with stirring at -60° C. Then the solution was stirred for 3 hours at room temperature and the formed precipitate was separated by filtration to give a mixture of lithium 4-bromobenzo[b]furan-2-su... Starting materials: CC(=O)O, [Li+], Nc1ncnc2c1nc(Sc1cc3c(cc1I)OCO3)n2CCC(N)C(=O)OC1CCCC1, C1CCOC1, [OH-], O. The product is Nc1ncnc2c1nc(Sc1cc3c(cc1I)OCO3)n2CCC(N)C(=O)O. RXN SMILES: [CH3:36][C:37](=[O:38])[OH:39].[Li+:1].[NH2:3][CH:4]([C:5](=[O:6])[O:7][CH:8]1[CH2:9][CH2:10][CH2:11][CH2:12]1)[CH2:13][CH2:14][n:15]1[c:16]2[n:17][cH:18][n:19][c:20]([NH2:35])[c:21]2[n:22][c:23]1[S:24][c:25]1[cH:26][c:27]2[c:28]([cH:32][c:33]1[I:34])[O:29][CH2:30][O:31]2.[O:40]1[CH2:41][CH2:42][CH2:43][CH2:44]1.[OH-:2].[OH2:45]>>[NH2:3][CH:4]([C:5](=[O:6])[OH:7])[CH2:13][CH2:14][n:15]1[c:16]2[n:17][cH:18][n:19][c:20]([NH2:35])[c:21]2[n:22][c:23]1[S:24][c:25]1[cH:26][c:27]2[c:28]([cH:32][c:33]1[I:34])[O:29][CH2:30][O:31]2. Reactants: CC(=O)OCc1c(B2OC(C)(C)C(C)(C)O2)cccc1-n1ncc2cc(C(C)(C)C)cc(F)c2c1=O, CCCCO, CC(C)c1cc(C(C)C)c(-c2ccccc2P(C2CCCCC2)C2CCCCC2)c(C(C)C)c1, [Cl-], Cn1nc(Cl)cc(Nc2cc3n(n2)CCN(C2COC2)C3)c1=O, [K+], [K+], [K+], [NH4+], O, O=P([O-])([O-])[O-]. Yields the product CC(=O)OCc1c(-c2cc(Nc3cc4n(n3)CCN(C3COC3)C4)c(=O)n(C)n2)cccc1-n1ncc2cc(C(C)(C)C)cc(F)c2c1=O. RXN SMILES: [C:1]([CH3:2])(=[O:3])[O:4][CH2:5][c:6]1[c:7](-[n:21]2[c:22](=[O:36])[c:23]3[c:24]([F:35])[cH:25][c:26]([C:31]([CH3:32])([CH3:33])[CH3:34])[cH:27][c:28]3[cH:29][n:30]2)[cH:8][cH:9][cH:10][c:11]1[B:12]1[O:13][C:14]([CH3:15])([CH3:16])[C:17]([CH3:18])([CH3:19])[O:20]1.[CH2:104]([OH:105])[CH2:106][CH2:107][CH3:108].[CH:68]1([P:69]([CH:70]2[CH2:71][CH2:72][CH2:73][CH2:74][CH2:75]2)[c:76]2[cH:77][cH:78][cH:79][cH:80][c:81]2-[c:82]2[c:83]([CH:84]([CH3:85])[CH3:86])[cH:87][c:88]([CH:89]([CH3:90])[CH3:91])[cH:92][c:93]2[CH:94]([CH3:95])[CH3:96])[CH2:97][CH2:98][CH2:99][CH2:100][CH2:101]1.[Cl-:102].[Cl:37][c:38]1[cH:39][c:40]([NH:46][c:47]2[n:48][n:49]3[c:50]([cH:59]2)[CH2:51][N:52]([CH:55]2[CH2:56][O:57][CH2:58]2)[CH2:53][CH2:54]3)[c:41](=[O:45])[n:42]([CH3:44])[n:43]1.[K+:65].[K+:66].[K+:67].[NH4+:103].[OH2:109].[P:60]([O-:61])([O-:62])([O-:63])=[O:64]>>[C:1]([CH3:2])(=[O:3])[O:4][CH2:5][c:6]1[c:7](-[n:21]2[c:22](=[O:36])[c:23]3[c:24]([F:35])[cH:25][c:26]([C:31]([CH3:32])([CH3:33])[CH3:34])[cH:27][c:28]3[cH:29][n:30]2)[cH:8][cH:9][cH:10][c:11]1-[c:38]1[cH:39][c:40]([NH:46][c:47]2[n:48][n:49]3[c:50]([cH:59]2)[CH2:51][N:52]([CH:55]2[CH2:56][O:57][CH2:58]2)[CH2:53][CH2:54]3)[c:41](=[O:45])[n:42]([CH3:44])[n:43]1. The reactants are C(C)(C)(C)OC(NCC1(CCC1)C1=CC=C(C=C1)C=1C=2C3=C(C(NC2C(=CC1OC)Cl)=O)SC=C3)=O (tert-butyl(1-(4-(6-chloro-8-methoxy-4-oxo-4,5-dihydrothieno[2,3-c]quinolin-9-yl)phenyl)cyclobutyl)methylcarbamate), C(=O)(C(F)(F)F)O (TFA). The product is Cl.NCC1(CCC1)C1=CC=C(C=C1)C=1C=2C3=C(C(NC2C(=CC1OC)Cl)=O)SC=C3 (9-(4-(1-(aminomethyl)cyclobutyl)phenyl)-6-chloro-8-methoxythieno[2,3-c]quinolin-4(5H)-one Hydrochloride). The yield is 138.7%. Reaction SMILES: C(OC(=O)[NH:7][CH2:8][C:9]1([C:13]2[CH:18]=[CH:17][C:16]([C:19]3[C:20]4[C:21]5[CH:35]=[CH:34][S:33][C:22]=5[C:23](=[O:32])[NH:24][C:25]=4[C:26]([Cl:31])=[CH:27][C:28]=3[O:29][CH3:30])=[CH:15][CH:14]=2)[CH2:12][CH2:11][CH2:10]1)(C)(C)C.C(O)(C(F)(F)F)=O>>[ClH:31].[NH2:7][CH2:8][C:9]1([C:13]2[CH:14]=[CH:15][C:16]([C:19]3[C:20]4[C:21]5[CH:35]=[CH:34][S:33][C:22]=5[C:23](=[O:32])[NH:24][C:25]=4[C:26]([Cl:31])=[CH:27][C:28]=3[O:29][CH3:30])=[CH:17][CH:18]=2)[CH2:10][CH2:11][CH2:12]1 |f:2.3|. Procedure details: Following General Procedure C, tert-butyl(1-(4-(6-chloro-8-methoxy-4-oxo-4,5-dihydrothieno[2,3-c]quinolin-9-yl)phenyl)cyclobutyl)methylcarbamate (25 mg, 0.05 mmol) was reacted with TFA (2.5 mL) to afford the desired product (16 mg, 80%) as a white solid: 1H NMR (500 MHz, MeOD) δ 7.66 (s, 1H), 7.55 (s, 1H), 7.47 (s, 2H), 7.34 (s, 2H), 6.04 (s, 1H), 3.77 (s, 3H), 3.47 (s, 2H), 2.68-2.54 (m, 2H), 2.47-2.35 (m, 2H), 2.31-2.20 (m, 1H), 2.12-2.02 (m, 1H); ESI MS m/z 426 [C23H21ClN2O2S+H]+; HPLC >99% (...